From a dataset of the Open Reaction Database (ORD), a public repository of structured organic reaction records. describe an organic reaction: reactants, conditions, products, and yield The solvent is O (water), C(C)OCC (Diethyl ether), CN(C)C=O (DMF), CN(C)C=O (DMF), ClCCl (dichloromethane). As a reaction SMILES: [C:1]([O:9][CH2:10][CH3:11])(=[O:8])[CH2:2][C:3]([O:5][CH2:6][CH3:7])=[O:4].[H-].[Na+].[Br:14][C:15]1[CH:20]=[CH:19][CH:18]=[C:17]([Cl:21])[C:16]=1[CH2:22]Br.[NH4+].[Cl-]>CN(C=O)C.ClCCl.O.C(OCC)C>[Br:14][C:15]1[CH:20]=[CH:19][CH:18]=[C:17]([Cl:21])[C:16]=1[CH2:22][CH:2]([C:3]([O:5][CH2:6][CH3:7])=[O:4])[C:1]([O:9][CH2:10][CH3:11])=[O:8] |f:1.2,4.5|. Run at temperature 0 celsius, time 8 hour. Procedure details: Diethyl malonate (8.33 mL, 54.59 mmol) was added dropwise to sodium hydride (60% oil dispersion) (2.28 g, 56.97 mmol) in DMF (55 mL) at 0° C. The mixture was stirred for 5 min at ambient temp, wherafter 1-bromo-2-(bromomethyl)-3-chlorobenzene (13.5 g, 47.5 mmol) dissolved in DMF (15 mL) was added dropwise at 0° C. The mixture was stirred at 0° C. for 20 min and ambient temp overnight. NH4Cl (aq) was added to quench the reaction. Diethyl ether was added followed by water. The phases were separate... Yields the product BrC1=C(CC(C(=O)OCC)C(=O)OCC)C(=CC=C1)Cl (Diethyl 2-(2-bromo-6-chlorobenzyl)malonate). The reactants are [NH4+].[Cl-] (NH4Cl), C(CC(=O)OCC)(=O)OCC (Diethyl malonate), [H-].[Na+] (sodium hydride), BrC1=C(C(=CC=C1)Cl)CBr (1-bromo-2-(bromomethyl)-3-chlorobenzene), crude material. Starting materials: C(C1=CC=CC=C1)OCCN1C(=NC=2C(=NC=3C=CC=CC3C21)NC(C(Cl)(Cl)Cl)=O)CCCC (N-{1-[2-(benzyloxy)ethyl]-2-butyl-1H-imidazo[4,5-c]quinolin-4-yl}-2,2,2-trichloroacetamide), C[O-].[Na+] (sodium methoxide). Yields the product C(C1=CC=CC=C1)OCCN1C(=NC=2C(=NC=3C=CC=CC3C21)N)CCCC (1-[2-(benzyloxy)ethyl]-2-butyl-1H-imidazo[4,5-c]quinolin-4-amine). Isolated yield 7.3%. RXN SMILES: [CH2:1]([O:8][CH2:9][CH2:10][N:11]1[C:23]2[C:22]3[CH:21]=[CH:20][CH:19]=[CH:18][C:17]=3[N:16]=[C:15]([NH:24]C(=O)C(Cl)(Cl)Cl)[C:14]=2[N:13]=[C:12]1[CH2:31][CH2:32][CH2:33][CH3:34])[C:2]1[CH:7]=[CH:6][CH:5]=[CH:4][CH:3]=1.C[O-].[Na+]>>[CH2:1]([O:8][CH2:9][CH2:10][N:11]1[C:23]2[C:22]3[CH:21]=[CH:20][CH:19]=[CH:18][C:17]=3[N:16]=[C:15]([NH2:24])[C:14]=2[N:13]=[C:12]1[CH2:31][CH2:32][CH2:33][CH3:34])[C:2]1[CH:3]=[CH:4][CH:5]=[CH:6][CH:7]=1 |f:1.2|. Procedure: Using the general method of example 1 Part D, N-{1-[2-(benzyloxy)ethyl]-2-butyl-1H-imidazo[4,5-c]quinolin-4-yl}-2,2,2-trichloroacetamide (3.3 g, 6.39 mmol) was hydrolyzed with sodium methoxide (5 mL of 25% in methanol). The resulting tan solid was purified by chromatography over silica gel (98/2 dichloromethane/methanol), recrystallized from methanol and dried under vacuum at 60° C. for 18 hours to provide 0.174 g of 1-[2-(benzyloxy)ethyl]-2-butyl-1H-imidazo[4,5-c]quinolin-4-amine as a white sol... Reactants: COCCOC, COc1ccccc1N1CCN(CCCl)CC1, [NH2-], [Na], O, N#CC(c1ccccn1)c1ccccn1. Yields the product COc1ccccc1N1CCN(CCC(C#N)(c2ccccn2)c2ccccn2)CC1. As a reaction SMILES: [CH3:35][O:36][CH2:37][CH2:38][O:39][CH3:40].[Cl:18][CH2:19][CH2:20][N:21]1[CH2:22][CH2:23][N:24]([c:27]2[c:28]([O:33][CH3:34])[cH:29][cH:30][cH:31][cH:32]2)[CH2:25][CH2:26]1.[NH2-:2].[Na:1].[OH2:41].[n:3]1[c:4]([CH:9]([C:10]#[N:11])[c:12]2[n:13][cH:14][cH:15][cH:16][cH:17]2)[cH:5][cH:6][cH:7][cH:8]1>>[n:3]1[c:4]([C:9]([C:10]#[N:11])([c:12]2[n:13][cH:14][cH:15][cH:16][cH:17]2)[CH2:19][CH2:20][N:21]2[CH2:22][CH2:23][N:24]([c:27]3[c:28]([O:33][CH3:34])[cH:29][cH:30][cH:31][cH:32]3)[CH2:25][CH2:26]2)[cH:5][cH:6][cH:7][cH:8]1. The reactants are C=CCOCc1csc2c(=O)c(C(=O)NCc3ccc(Cl)cc3)cn(C)c12, C1CCOC1, CC(C)[N-]C(C)C, CC(C)NC(C)C, ClCCl, Cl, [Li+], CN(C)C=O. The product is C=CCOCc1c(C=O)sc2c(=O)c(C(=O)NCc3ccc(Cl)cc3)cn(C)c12. RXN SMILES: [CH2:1]([CH:2]=[CH2:3])[O:4][CH2:5][c:6]1[cH:7][s:8][c:9]2[c:10]1[n:11]([CH3:27])[cH:12][c:13]([C:16](=[O:17])[NH:18][CH2:19][c:20]1[cH:21][cH:22][c:23]([Cl:26])[cH:24][cH:25]1)[c:14]2=[O:15].[CH2:44]1[CH2:46][CH2:45][CH2:47][O:48]1.[CH3:29][CH:30]([N-:31][CH:32]([CH3:33])[CH3:34])[CH3:35].[CH:36]([NH:37][CH:38]([CH3:39])[CH3:40])([CH3:41])[CH3:42].[Cl:49][CH2:50][Cl:51].[ClH:43].[Li+:28].[O:52]=[CH:53][N:54]([CH3:55])[CH3:56]>>[CH2:1]([CH:2]=[CH2:3])[O:4][CH2:5][c:6]1[c:7]([CH:47]=[O:48])[s:8][c:9]2[c:10]1[n:11]([CH3:27])[cH:12][c:13]([C:16](=[O:17])[NH:18][CH2:19][c:20]1[cH:21][cH:22][c:23]([Cl:26])[cH:24][cH:25]1)[c:14]2=[O:15]. Reactants: ClCl (chlorine), C24H25ClN4O4, CC=1C=C(C(=O)O)C=CC1C(=O)N1CCCC1 (3-methyl-4-(pyrrolidin-1-ylcarbonyl)benzoic acid), CN(C)C(=[N+](C)C)ON1C2=C(C=CC=C2)N=N1.[B-](F)(F)(F)F (TBTU), C(C)(C)N(CC)C(C)C (diisopropylethylamine), ClC1=CC2=C(NC(=N2)[C@@H](C(OC)=C=O)N)C=C1 ((1S)-1-(5-chloro-1H-benzimidazol-2-yl)-2-methoxy-carbonylethylamine). Run in ClCCl.C(C)O (dichloromethane ethanol), O1CCCC1 (tetrahydrofuran). The product is ClC1=CC2=C(NC(=N2)[C@H](CC(=O)OC)NC(C2=CC(=C(C=C2)C(=O)N2CCCC2)C)=O)C=C1 (N-[(1S)-1-(5-chloro-1H-benzimidazol-2-yl)-2-methoxycarbonylethyl]-3-methyl-4-(pyrrolidin-1-ylcarbonyl)benzamide). As a reaction SMILES: [CH3:1][C:2]1[CH:3]=[C:4]([CH:8]=[CH:9][C:10]=1[C:11]([N:13]1[CH2:17][CH2:16][CH2:15][CH2:14]1)=[O:12])[C:5]([OH:7])=O.CN([C:21]([O:25]N1N=NC2C=CC=CC1=2)=[N+](C)C)C.[B-](F)(F)(F)F.C(N(C(C)C)CC)(C)C.[Cl:49][C:50]1[CH:65]=[CH:64][C:53]2[NH:54][C:55]([C@H:57]([NH2:63])[C:58](=[C:61]=[O:62])OC)=[N:56][C:52]=2[CH:51]=1.ClCl>O1CCCC1.ClCCl.C(O)C>[Cl:49][C:50]1[CH:65]=[CH:64][C:53]2[NH:54][C:55]([C@@H:57]([NH:63][C:5](=[O:7])[C:4]3[CH:8]=[CH:9][C:10]([C:11]([N:13]4[CH2:17][CH2:16][CH2:15][CH2:14]4)=[O:12])=[C:2]([CH3:1])[CH:3]=3)[CH2:58][C:61]([O:25][CH3:21])=[O:62])=[N:56][C:52]=2[CH:51]=1 |f:1.2,7.8|. Reported procedure: Prepared analogously to Example 1g from 3-methyl-4-(pyrrolidin-1-ylcarbonyl)benzoic acid, TBTU, diisopropylethylamine, and (1S)-1-(5-chloro-1H-benzimidazol-2-yl)-2-methoxy-carbonylethylamine in tetrahydrofuran. Yield: %; Rf value: 0.45 (silica gel: dichloromethane/ethanol=9:1); C24H25ClN4O4 (468.94); mass spectrum: (M+H)+=469/471 (chlorine isotope). Reactants: [BH4-], CCCCc1oc2ccccc2c1C(=O)c1ccc(Br)cc1, CC[SiH](CC)CC, CCO, [Na+], O, O=C(O)C(F)(F)F. Yields the product CCCCc1oc2ccccc2c1Cc1ccc(Br)cc1. RXN SMILES: [BH4-:23].[Br:1][c:2]1[cH:3][cH:4][c:5]([C:8](=[O:9])[c:10]2[c:11]([CH2:19][CH2:20][CH2:21][CH3:22])[o:12][c:13]3[c:14]2[cH:15][cH:16][cH:17][cH:18]3)[cH:6][cH:7]1.[CH2:25]([SiH:26]([CH2:27][CH3:28])[CH2:29][CH3:30])[CH3:31].[CH3:39][CH2:40][OH:41].[Na+:24].[OH2:42].[OH:32][C:33]([C:34]([F:35])([F:36])[F:37])=[O:38]>>[Br:1][c:2]1[cH:3][cH:4][c:5]([CH2:8][c:10]2[c:11]([CH2:19][CH2:20][CH2:21][CH3:22])[o:12][c:13]3[c:14]2[cH:15][cH:16][cH:17][cH:18]3)[cH:6][cH:7]1.